This data is from the Open Reaction Database (ORD), a public repository of structured organic reaction records. The task is: describe an organic reaction: reactants, conditions, products, and yield The reactants are COC1=C(OC=2C(=C(N)C=C(C2)OC=2C=NC=CC2)[N+](=O)[O-])C=CC=C1 (3-(2-methoxyphenoxy)-2-nitro-5-(pyridin-3-yloxy)-aniline), [H][H] (hydrogen). The reagents and catalysts are [OH-].[Pd+2].[OH-].[C] (palladium hydroxide carbon). The solvent is CO (methanol). Product: COC1=C(OC2=C(C(=CC(=C2)OC=2C=NC=CC2)N)N)C=CC=C1 (3-(2-methoxyphenoxy)-5-(pyridin-3-yloxy)-benzene-1,2-diamine). RXN SMILES: [CH3:1][O:2][C:3]1[CH:26]=[CH:25][CH:24]=[CH:23][C:4]=1[O:5][C:6]1[C:7]([N+:20]([O-])=O)=[C:8]([CH:10]=[C:11]([O:13][C:14]2[CH:15]=[N:16][CH:17]=[CH:18][CH:19]=2)[CH:12]=1)[NH2:9].[H][H]>[OH-].[Pd+2].[OH-].[C].CO>[CH3:1][O:2][C:3]1[CH:26]=[CH:25][CH:24]=[CH:23][C:4]=1[O:5][C:6]1[CH:12]=[C:11]([O:13][C:14]2[CH:15]=[N:16][CH:17]=[CH:18][CH:19]=2)[CH:10]=[C:8]([NH2:9])[C:7]=1[NH2:20] |f:2.3.4.5|. Procedure details: 1 g of 20% palladium hydroxide-carbon catalyst was added to a methanol (20 ml) solution of 1.33 g of 3-(2-methoxyphenoxy)-2-nitro-5-(pyridin-3-yloxy)-aniline, and the reaction liquid was stirred for 4 hours in a hydrogen atmosphere. The catalyst was removed through filtration, the solvent was evaporated away under reduced pressure, and the resulting residue was purified through silica gel column chromatography (developing solvent: hexane/ethyl acetate=1/2 to ethyl acetate) to obtain the entitled... The reactants are O=C(O)c1cccc(-c2ccccc2)c1, NCc1cccc2ccccc12. Reagents/catalysts: CN(C)C(=[N+](C)C)ON1C2=C(C=CC=N2)N=N1.F[P-](F)(F)(F)(F)F (HATU), CCN(C(C)C)C(C)C (DIPEA), C1=CC2=C(N=C1)N(N=N2)O (HOAt). Run in CN(C)C=O (DMF), CN(C)C=O (DMF), CN(C)C=O (DMF), CN(C)C=O (DMF), CN(C)C=O (DMF), CN(C)C=O (DMF). Run at temperature 25 celsius, time 2 hour. Yields the product O=C(NCc1cccc2ccccc12)c1cccc(-c2ccccc2)c1. Isolated yield 72.7%. As a reaction SMILES: NCc1cccc2ccccc12.O=C(O)c1cccc(-c2ccccc2)c1.CN(C)C(=[N+](C)C)ON1C2=C(C=CC=N2)N=N1.F[P-](F)(F)(F)(F)F.C1=CC2=C(N=C1)N(N=N2)O.CCN(C(C)C)C(C)C.CN(C)C=O>>O=C(NCc1cccc2ccccc12)c1cccc(-c2ccccc2)c1. Starting materials: [Li]C(C)(C)C, CI, CCCCC, O=C1C=C2C(CCCN2Cc2ccc(Cl)nc2)O1, C1CCOC1. The product is CC12CCCN(Cc3ccc(Cl)nc3)C1=CC(=O)O2. As a reaction SMILES: [C:19]([Li:20])([CH3:21])([CH3:22])[CH3:23].[CH3:24][I:25].[CH3:31][CH2:32][CH2:33][CH2:34][CH3:35].[Cl:1][c:2]1[cH:3][cH:4][c:5]([CH2:8][N:9]2[C:10]3=[CH:17][C:16](=[O:18])[O:15][CH:11]3[CH2:12][CH2:13][CH2:14]2)[cH:6][n:7]1.[O:26]1[CH2:27][CH2:28][CH2:29][CH2:30]1>>[Cl:1][c:2]1[cH:3][cH:4][c:5]([CH2:8][N:9]2[C:10]3=[CH:17][C:16](=[O:18])[O:15][C:11]3([CH3:19])[CH2:12][CH2:13][CH2:14]2)[cH:6][n:7]1. The reactants are acid chloride, C(=O)([O-])[O-].[Na+].[Na+] (Na2CO3), O (water), NC1=NC=CC=C1 (2-aminopyridine). The solvent is ClCCl (dichloromethane). Yields the product N1=C(C=CC=C1)NC(=O)C1=CC=[N+](C=C1)[O-] (N-(2-pyridinyl)pyridine-4-carboxamide-1-oxide), hydrate. As a reaction SMILES: [NH2:1][C:2]1[CH:7]=[CH:6][CH:5]=[CH:4][N:3]=1.[C:8]([O-:11])([O-])=O.[Na+].[Na+].[OH2:14]>ClCCl>[N:3]1[CH:4]=[CH:5][CH:6]=[CH:7][C:2]=1[NH:1][C:8]([C:6]1[CH:5]=[CH:4][N+:3]([O-:14])=[CH:2][CH:7]=1)=[O:11] |f:1.2.3|. Procedure details: A stirred suspension of the acid chloride in dichloromethane (50ml) at 0° was treated with 2-aminopyridine (1.823 g, 19.4 mmol), warmed to room temperature. After 3 hours the mixture was evaporated in vacuo to give a solid. The solid was dissolved in water (100 ml) and the solution basified with saturated aq. Na2CO3 solution. The precipitate was filtered and recrystallised from water to give the title compound as a three quarter hydrate (1.274 g), m.p. 232°-233° . Starting materials: COC1=C(N)C=CC(=C1)OC (2,4-dimethoxyaniline), [N+](=O)([O-])C1=CC=C(C(=O)O)C=C1 (4-nitrobenzoic acid). Yields the product [N+](=O)([O-])C1=CC=C(C(=O)NC2=C(C=C(C=C2)OC)OC)C=C1 (4-Nitro-N-(2,4-dimethoxyphenyl)benzamide). Yield: 83.2%. Reaction SMILES: [CH3:1][O:2][C:3]1[CH:9]=[C:8]([O:10][CH3:11])[CH:7]=[CH:6][C:4]=1[NH2:5].[N+:12]([C:15]1[CH:23]=[CH:22][C:18]([C:19](O)=[O:20])=[CH:17][CH:16]=1)([O-:14])=[O:13]>>[N+:12]([C:15]1[CH:16]=[CH:17][C:18]([C:19]([NH:5][C:4]2[CH:6]=[CH:7][C:8]([O:10][CH3:11])=[CH:9][C:3]=2[O:2][CH3:1])=[O:20])=[CH:22][CH:23]=1)([O-:14])=[O:13]. Procedure details: Using 2,4-dimethoxyaniline (2.53 g, 16.0 mmol) and 4-nitrobenzoic acid (2.50 g, 14.8 mmol), the procedure of Reference Example 16 was repeated to obtain 3.72 g (91.3%) of the title compound in the form of yellow needle crystals.